describe an organic reaction: reactants, conditions, products, and yield From a dataset of the Open Reaction Database (ORD), a public repository of structured organic reaction records. Procedure details: A mixture of 2-bromoacetophenone (20.00 gm, 100 mmol) and KF (8.82 gm, 152 mmol) in dry DMF (35 ml) was heated at 100° C. for 1 hour. Additional KF (2.26 gm) was added and heating of the mixture continued for 4 more hours. The dark-red solution was cooled, poured into Et2O and washed with H2O (twice) and brine. The ethereal solution was dried (Na2SO4), filtered, and stripped to yield a dark red oil. The oil was distilled to collect a fraction boiling between 62°-64° C. at 1 mm Hg which was 91 mo... The product is FCC(=O)C1=CC=CC=C1 (2-Fluoroacetophenone). The yield is 39.8%. Conditions: temperature 100 celsius. RXN SMILES: Br[CH2:2][C:3]([C:5]1[CH:10]=[CH:9][CH:8]=[CH:7][CH:6]=1)=[O:4].[F-:11].[K+].CCOCC>CN(C=O)C>[F:11][CH2:2][C:3]([C:5]1[CH:10]=[CH:9][CH:8]=[CH:7][CH:6]=1)=[O:4] |f:1.2|. The solvent is CN(C)C=O (DMF). Reactants: CCOCC (Et2O), BrCC(=O)C1=CC=CC=C1 (2-bromoacetophenone), [F-].[K+] (KF), [F-].[K+] (KF). Starting materials: NC1=NC(=C2N=CN(C2=N1)CCC1COC(OC1)(C)C)Cl (2-Amino-6-chloro-9-[2-(2,2-dimethyl-1,3-dioxan-5-yl)-ethyl]purine), O (water). The solvent is Cl (hydrochloric acid). Product: OCC(CCN1C=2N=C(NC(C2N=C1)=O)N)CO (9-(4-hydroxy-3-hydroxymethylbut-1-yl)guanine). Yield: 49.0%. Reaction SMILES: [NH2:1][C:2]1[N:10]=[C:9]2[C:5]([N:6]=[CH:7][N:8]2[CH2:11][CH2:12][CH:13]2[CH2:18][O:17]C(C)(C)[O:15][CH2:14]2)=[C:4](Cl)[N:3]=1.[OH2:22]>Cl>[OH:15][CH2:14][CH:13]([CH2:18][OH:17])[CH2:12][CH2:11][N:8]1[CH:7]=[N:6][C:5]2[C:4](=[O:22])[NH:3][C:2]([NH2:1])=[N:10][C:9]1=2. Reported procedure: 2-Amino-6-chloro-9-[2-(2,2-dimethyl-1,3-dioxan-5-yl)-ethyl]purine (0.59 g, 1.9 mmol) in hydrochloric acid (1.0M, 4 ml) was stirred at 60° C. for 24 hours. The solution was diluted with water and neutralised with Amberlite IR 45 (OH− form). The mixture was filtered, the resin washed with water and the solvent evaporated under reduced pressure. The residue was recrystallised from water to afford 9-(4-hydroxy-3-hydroxymethylbut-1-yl)guanine (238 mg, 49%), m.p. 275-277° C.; λmax (H2O) 253 (ε 11,500)... The reactants are O (water), C([O-])([O-])=O.[K+].[K+] (potassium carbonate), BrCC(=O)OCC (ethyl bromoacetate), C(C)(C)(C)ON1CCN(CC1)C=1C=CC(=C(C=O)C1)O (5-(4-tert-butoxypiperazin-1-yl)-2-hydroxybenzaldehyde). Run in C(C)(=O)OCC (ethyl acetate), CN1CCCC1=O (NMP). Product: C(C)(C)(C)OC(=O)N1CCN(CC1)C1=CC(=C(OCC(=O)OCC)C=C1)C=O (ethyl 4-(4-tert-butoxycarbonylpiperazin-1-yl)-2-formylphenoxyacetate). As a reaction SMILES: C(O[N:6]1[CH2:11][CH2:10][N:9]([C:12]2[CH:13]=[CH:14][C:15]([OH:20])=[C:16]([CH:19]=2)[CH:17]=[O:18])[CH2:8][CH2:7]1)(C)(C)C.[C:21](=[O:24])([O-:23])[O-].[K+].[K+].Br[CH2:28][C:29]([O:31][CH2:32][CH3:33])=[O:30].O>CN1C(=O)CCC1.C(OCC)(=O)C>[C:16]([O:23][C:21]([N:6]1[CH2:7][CH2:8][N:9]([C:12]2[CH:13]=[CH:14][C:15]([O:20][CH2:28][C:29]([O:31][CH2:32][CH3:33])=[O:30])=[C:16]([CH:17]=[O:18])[CH:19]=2)[CH2:10][CH2:11]1)=[O:24])([CH3:19])([CH3:17])[CH3:15] |f:1.2.3|. Procedure: 0.5 g of 5-(4-tert-butoxypiperazin-1-yl)-2-hydroxybenzaldehyde are dissolved in 5 ml of NMP at 20° under nitrogen with stirring, and 0.25 g of potassium carbonate and 0.2 ml of ethyl bromoacetate are added. The mixture is stirred at 110° for 30 minutes and cooled to 25°. 30 ml of water and 30 ml of ethyl acetate are added to the mixture, the phases are separated, and the aqueous phase is extracted with 30 ml of ethyl acetate. The combined organic phases are washed with 30 ml of water and freed f...